This data is from the Open Reaction Database (ORD), a public repository of structured organic reaction records. The task is: describe an organic reaction: reactants, conditions, products, and yield Reactants: Cc1ccc([Mg]Br)cc1 (effective_coupling_partner), c2ccc1ccccc1c2(OC) (substrate). The reagents and catalysts are ItBu. Run at temperature 60 celsius, time 24 hour. Yields the product Cc2ccc1ccccc1c2(c3ccc(C)cc3). The reactants are C([O-])([O-])=O.[K+].[K+] (Potassium carbonate), OC1=CC=C(C(=O)OC)C=C1 (methyl 4-hydroxybenzoate), C1(CC1)CBr (cyclopropylmethyl bromide). Reagents/catalysts: [I-].[K+] (potassium iodide). Solvent: CC(CC)=O (2-butanone). Conditions: temperature 75 celsius, time 4 hour. The product is C1(CC1)COC1=CC=C(C(=O)OC)C=C1 (methyl 4-(cyclopropylmethoxy)benzoate). Isolated yield 100.6%. Reaction SMILES: C(=O)([O-])[O-].[K+].[K+].[OH:7][C:8]1[CH:17]=[CH:16][C:11]([C:12]([O:14][CH3:15])=[O:13])=[CH:10][CH:9]=1.[CH:18]1([CH2:21]Br)[CH2:20][CH2:19]1>[I-].[K+].CC(=O)CC>[CH:18]1([CH2:21][O:7][C:8]2[CH:9]=[CH:10][C:11]([C:12]([O:14][CH3:15])=[O:13])=[CH:16][CH:17]=2)[CH2:20][CH2:19]1 |f:0.1.2,5.6|. Procedure: Potassium carbonate (114 g, 827 mmol) and potassium iodide (0.5 g) were added to a 2-butanone (535 mL) solution of methyl 4-hydroxybenzoate (52.4 g, 345 mmol) and cyclopropylmethyl bromide (72.7 g, 517 mmol) at room temperature. The mixture was stirred at 75° C. for 4 hours. The reaction solution was cooled to room temperature, and insoluble substances were separated by filtration. The insoluble substances were further washed with 2-butanone, and the filtrate was concentrated. The residue was di...